From a dataset of the Open Reaction Database (ORD), a public repository of structured organic reaction records. describe an organic reaction: reactants, conditions, products, and yield Product: O[C@H](C)[C@@H]1[C@@H]2N(C(=C([C@@H]2C)S[C@H]2C[C@H](NC2)C(=O)N2CC(C2)N2C=NC=C2)C(=O)O)C1=O ((1R,5S,6S)-6-[(1R)-1-Hydroxyethyl]-2-{(2S,4S)-2-[3-(1-imidazolyl)azetidin-1-ylcarbonyl]pyrrolidin-4-ylthio}-1-methyl-1-carbapen-2-em-3-carboxylic acid). Reaction SMILES: [OH:1][C@@H:2]([C@H:4]1[C:54](=[O:55])[N:6]2[C:7]([C:41]([O:43]CC3C=CC([N+]([O-])=O)=CC=3)=[O:42])=[C:8]([S:11][C@@H:12]3[CH2:16][N:15](C(OCC4C=CC([N+]([O-])=O)=CC=4)=O)[C@H:14]([C:30]([N:32]4[CH2:35][CH:34]([N:36]5[CH:40]=[CH:39][N:38]=[CH:37]5)[CH2:33]4)=[O:31])[CH2:13]3)[C@H:9]([CH3:10])[C@H:5]12)[CH3:3].[H][H]>O1CCCC1.O.[Pd]>[OH:1][C@@H:2]([C@H:4]1[C:54](=[O:55])[N:6]2[C:7]([C:41]([OH:43])=[O:42])=[C:8]([S:11][C@@H:12]3[CH2:16][NH:15][C@H:14]([C:30]([N:32]4[CH2:33][CH:34]([N:36]5[CH:40]=[CH:39][N:38]=[CH:37]5)[CH2:35]4)=[O:31])[CH2:13]3)[C@H:9]([CH3:10])[C@H:5]12)[CH3:3]. Starting materials: O[C@H](C)[C@@H]1[C@@H]2N(C(=C([C@@H]2C)S[C@H]2C[C@H](N(C2)C(=O)OCC2=CC=C(C=C2)[N+](=O)[O-])C(=O)N2CC(C2)N2C=NC=C2)C(=O)OCC2=CC=C(C=C2)[N+](=O)[O-])C1=O (4-nitrobenzyl (1R,5S,6S)-6-[(1R)-1-hydroxyethyl]-2-[(2S,4S)-2-[3-(1-imidazolyl)azetidin-1-ylcarbonyl]-1-(4-nitrobenzyloxycarbonyl)pyrrolidin-4-ylthio]-1-methyl-1-carbapen-2-em-3-carboxylate), [H][H] (hydrogen). Run in O1CCCC1 (tetrahydrofuran), O (water). Reported procedure: 0.25 g of 4-nitrobenzyl (1R,5S,6S)-6-[(1R)-1-hydroxyethyl]-2-[(2S,4S)-2-[3-(1-imidazolyl)azetidin-1-ylcarbonyl]-1-(4-nitrobenzyloxycarbonyl)pyrrolidin-4-ylthio]-1-methyl-1-carbapen-2-em-3-carboxylate [prepared as described in step (1) above] was dissolved in a mixture of 7.5 ml of tetrahydrofuran and 7.5 ml of water, and 0.25 g of a 10% w/w palladium-on-carbon catalyst was added to the resulting solution, after which the mixture was hydrogenated at room temperture for 1.5 hours in an atmosphere ... Reagents/catalysts: [Pd] (palladium-on-carbon).